This data is from the Open Reaction Database (ORD), a public repository of structured organic reaction records. The task is: describe an organic reaction: reactants, conditions, products, and yield Reactants: CCOCC (ether), FC(S(=O)(=O)OC1=C(CCCC1)C(=O)OCC)(F)F (ethyl 2-(trifluoromethylsulfonyloxy)cyclohex-1-enecarboxylate), ClC1=CC=C(C=C1)B(O)O (4-chlorophenylboronic acid), C(=O)([O-])[O-].[Na+].[Na+] (Na2CO3). Reagents/catalysts: C=1C=CC(=CC1)[P](C=2C=CC=CC2)(C=3C=CC=CC3)[Pd]([P](C=4C=CC=CC4)(C=5C=CC=CC5)C=6C=CC=CC6)([P](C=7C=CC=CC7)(C=8C=CC=CC8)C=9C=CC=CC9)[P](C=1C=CC=CC1)(C=1C=CC=CC1)C=1C=CC=CC1 (tetrakis(triphenylphosphine)palladium(0)). Solvent: C1(=CC=CC=C1)C (toluene), C(C)O (ethanol). The product is ClC1=CC=C(C=C1)C1=C(CCCC1)C(=O)OCC (ethyl 2-(4-chlorophenyl)cyclohex-1-enecarboxylate). As a reaction SMILES: FC(F)(F)S(O[C:7]1[CH2:12][CH2:11][CH2:10][CH2:9][C:8]=1[C:13]([O:15][CH2:16][CH3:17])=[O:14])(=O)=O.[Cl:20][C:21]1[CH:26]=[CH:25][C:24](B(O)O)=[CH:23][CH:22]=1.C([O-])([O-])=O.[Na+].[Na+].CCOCC>C1(C)C=CC=CC=1.C(O)C.C1C=CC([P]([Pd]([P](C2C=CC=CC=2)(C2C=CC=CC=2)C2C=CC=CC=2)([P](C2C=CC=CC=2)(C2C=CC=CC=2)C2C=CC=CC=2)[P](C2C=CC=CC=2)(C2C=CC=CC=2)C2C=CC=CC=2)(C2C=CC=CC=2)C2C=CC=CC=2)=CC=1>[Cl:20][C:21]1[CH:26]=[CH:25][C:24]([C:7]2[CH2:12][CH2:11][CH2:10][CH2:9][C:8]=2[C:13]([O:15][CH2:16][CH3:17])=[O:14])=[CH:23][CH:22]=1 |f:2.3.4,^1:54,56,75,94|. Procedure: To a solution of Example 8A (2.88 g, 10 mmol), 4-chlorophenylboronic acid (1.88 g, 12 mmol) and tetrakis(triphenylphosphine)palladium(0) (0.578 g, 0.5 mmol) in toluene (40 ml) and ethanol (10 ml) was added 2N Na2CO3 (10 mL). The mixture was stirred at reflux overnight. The mixture was diluted ether (300 mL) and washed with water, brine and dried over Na2SO4. After evaporation of solvent, the residue was loaded on a column and eluted with 3% ethyl acetate in hexane to give title compound. The reactants are CC=1C=C(C=CC1)S(=O)(=O)C1=C(C=2C3=C(N(C2C=C1)C)CC1CCC3N1)C(=O)OC(C)(C)C (tert-butyl 2-(3-methylphenyl)sulfonyl-5-methyl-5,6,7,8,9,10-hexahydro-7,10-epiminocyclohepta[b]indole-carboxylate), Cl (HCl). Solvent: C(C)OCC (diethyl ether). Yields the product Cl.CC=1C=C(C=CC1)S(=O)(=O)C=1C=C2C3=C(N(C2=CC1)C)CC1CCC3N1 (2-(3-methylphenyl)sulfonyl-5-methyl-5,6,7,8,9,10-hexahydro-7,10-epiminocyclohepta[b]indole hydrochloride). RXN SMILES: [CH3:1][C:2]1[CH:3]=[C:4]([S:8]([C:11]2[CH:19]=[CH:18][C:17]3[N:16]([CH3:20])[C:15]4[CH2:21][CH:22]5[NH:26][CH:25]([C:14]=4[C:13]=3[C:12]=2C(OC(C)(C)C)=O)[CH2:24][CH2:23]5)(=[O:10])=[O:9])[CH:5]=[CH:6][CH:7]=1.[ClH:34]>C(OCC)C>[ClH:34].[CH3:1][C:2]1[CH:3]=[C:4]([S:8]([C:11]2[CH:12]=[C:13]3[C:17](=[CH:18][CH:19]=2)[N:16]([CH3:20])[C:15]2[CH2:21][CH:22]4[NH:26][CH:25]([C:14]3=2)[CH2:24][CH2:23]4)(=[O:10])=[O:9])[CH:5]=[CH:6][CH:7]=1 |f:3.4|. Reported procedure: The product of step A was subjected to Boc-deprotection with 2 M HCl in diethyl ether following the procedure of Example 28, step B. The crude material was purified by flash column chromatography (SiO2, 80:18:2 chloroform/methanol/ammonium hydroxide). The free base was treated with 1.25 M HCl in methanol (0.5 mL). The solution was concentrated in vacuo and the residue lyophilized to give 2-(3-methylphenyl)sulfonyl-5-methyl-5,6,7,8,9,10-hexahydro-7,10-epiminocyclohepta[b]indole hydrochloride (52 ...